describe an organic reaction: reactants, conditions, products, and yield From a dataset of the Open Reaction Database (ORD), a public repository of structured organic reaction records. The product is CC(C)C(C#N)(CCCN1CCN(CCOc2ccc(F)cc2)CC1)c1ccc(CO)cc1. RXN SMILES: [BH4-:1].[C:3](#[N:4])[C:5]([CH2:6][CH2:7][CH2:8][N:9]1[CH2:10][CH2:11][N:12]([CH2:15][CH2:16][O:17][c:18]2[cH:19][cH:20][c:21]([F:24])[cH:22][cH:23]2)[CH2:13][CH2:14]1)([CH:25]([CH3:26])[CH3:27])[c:28]1[cH:29][cH:30][c:31]([C:34](=[O:35])[O:36][CH3:37])[cH:32][cH:33]1.[ClH:38].[Li+:2].[O:39]1[CH2:40][CH2:41][CH2:42][CH2:43]1>>[C:3](#[N:4])[C:5]([CH2:6][CH2:7][CH2:8][N:9]1[CH2:10][CH2:11][N:12]([CH2:15][CH2:16][O:17][c:18]2[cH:19][cH:20][c:21]([F:24])[cH:22][cH:23]2)[CH2:13][CH2:14]1)([CH:25]([CH3:26])[CH3:27])[c:28]1[cH:29][cH:30][c:31]([CH2:34][OH:35])[cH:32][cH:33]1. The reactants are [BH4-], COC(=O)c1ccc(C(C#N)(CCCN2CCN(CCOc3ccc(F)cc3)CC2)C(C)C)cc1, Cl, [Li+], C1CCOC1. Reactants: CC1CN(Cc2ccccc2)CCC1(O)c1c(F)ccc2occc12, CC(=O)C(=O)OC1(c2c(F)ccc3occc23)CCN(Cc2ccccc2)CC1C, CCCC[SnH](CCCC)CCCC. Yields the product CC1CN(Cc2ccccc2)CCC1c1c(F)ccc2occc12. RXN SMILES: [CH2:1]([c:2]1[cH:3][cH:4][cH:5][cH:6][cH:7]1)[N:8]1[CH2:9][CH:10]([CH3:25])[C:11]([c:14]2[c:15]([F:23])[cH:16][cH:17][c:18]3[c:19]2[cH:20][cH:21][o:22]3)([OH:24])[CH2:12][CH2:13]1.[CH2:26]([N:27]1[CH2:28][CH2:29][C:30]([O:31][C:32](=[O:33])[C:34]([CH3:35])=[O:36])([c:37]2[c:38]3[cH:39][cH:40][o:41][c:42]3[cH:43][cH:44][c:45]2[F:46])[CH:47]([CH3:48])[CH2:49]1)[c:50]1[cH:51][cH:52][cH:53][cH:54][cH:55]1.[CH2:56]([SnH:57]([CH2:58][CH2:59][CH2:60][CH3:61])[CH2:62][CH2:63][CH2:64][CH3:65])[CH2:66][CH2:67][CH3:68]>>[CH2:1]([c:2]1[cH:3][cH:4][cH:5][cH:6][cH:7]1)[N:8]1[CH2:9][CH:10]([CH3:25])[CH:11]([c:14]2[c:15]([F:23])[cH:16][cH:17][c:18]3[c:19]2[cH:20][cH:21][o:22]3)[CH2:12][CH2:13]1. The reactants are CCCCCCCN(CCc1ccc(CC(OCC)C(=O)OC)cc1)C(=O)OC(C)(C)C, CCOC(C)=O, Cl. Yields the product CCCCCCCNCCc1ccc(CC(OCC)C(=O)OC)cc1, Cl. RXN SMILES: [CH3:1][O:2][C:3]([CH:4]([CH2:5][c:6]1[cH:7][cH:8][c:9]([CH2:12][CH2:13][N:14]([CH2:15][CH2:16][CH2:17][CH2:18][CH2:19][CH2:20][CH3:21])[C:22]([O:23][C:24]([CH3:25])([CH3:26])[CH3:27])=[O:28])[cH:10][cH:11]1)[O:29][CH2:30][CH3:31])=[O:32].[CH3:34][CH2:35][O:36][C:37](=[O:38])[CH3:39].[ClH:33]>>[CH3:1][O:2][C:3]([CH:4]([CH2:5][c:6]1[cH:7][cH:8][c:9]([CH2:12][CH2:13][NH:14][CH2:15][CH2:16][CH2:17][CH2:18][CH2:19][CH2:20][CH3:21])[cH:10][cH:11]1)[O:29][CH2:30][CH3:31])=[O:32].[ClH:33]. The reactants are Cn1c(S)nnc1-c1ccccn1, ClCc1nnc(-c2ccc(OCCCN3CCCCC3)cc2)o1, [H-], [Na+]. Product: Cn1c(SCc2nnc(-c3ccc(OCCCN4CCCCC4)cc3)o2)nnc1-c1ccccn1. RXN SMILES: [CH3:1][n:2]1[c:3]([SH:13])[n:4][n:5][c:6]1-[c:7]1[n:8][cH:9][cH:10][cH:11][cH:12]1.[Cl:14][CH2:15][c:16]1[n:17][n:18][c:19](-[c:21]2[cH:22][cH:23][c:24]([O:25][CH2:26][CH2:27][CH2:28][N:29]3[CH2:30][CH2:31][CH2:32][CH2:33][CH2:34]3)[cH:35][cH:36]2)[o:20]1.[H-:37].[Na+:38]>>[CH3:1][n:2]1[c:3]([S:13][CH2:15][c:16]2[n:17][n:18][c:19](-[c:21]3[cH:22][cH:23][c:24]([O:25][CH2:26][CH2:27][CH2:28][N:29]4[CH2:30][CH2:31][CH2:32][CH2:33][CH2:34]4)[cH:35][cH:36]3)[o:20]2)[n:4][n:5][c:6]1-[c:7]1[n:8][cH:9][cH:10][cH:11][cH:12]1. Starting materials: NC1=NC(c2cccc(Br)c2)(c2ccncc2F)c2ccccc21, COc1ccc(F)c(B(O)O)c1. Product: COc1ccc(F)c(-c2cccc(C3(c4ccncc4F)N=C(N)c4ccccc43)c2)c1. Reaction SMILES: [Br:1][c:2]1[cH:3][c:4]([C:8]2([c:18]3[c:19]([F:24])[cH:20][n:21][cH:22][cH:23]3)[N:9]=[C:10]([NH2:17])[c:11]3[cH:12][cH:13][cH:14][cH:15][c:16]32)[cH:5][cH:6][cH:7]1.[F:25][c:26]1[c:27]([B:34]([OH:35])[OH:36])[cH:28][c:29]([O:32][CH3:33])[cH:30][cH:31]1>>[c:2]1(-[c:27]2[c:26]([F:25])[cH:31][cH:30][c:29]([O:32][CH3:33])[cH:28]2)[cH:3][c:4]([C:8]2([c:18]3[c:19]([F:24])[cH:20][n:21][cH:22][cH:23]3)[N:9]=[C:10]([NH2:17])[c:11]3[cH:12][cH:13][cH:14][cH:15][c:16]32)[cH:5][cH:6][cH:7]1. RXN SMILES: [BH4-:1].[CH3:24][CH2:25][OH:26].[CH:3](=[O:4])[CH2:5][CH2:6][C:7]([C:8]#[N:9])([C:10]#[N:11])[CH2:12][c:13]1[cH:14][cH:15][c:16]([C:19]([F:20])([F:21])[F:22])[cH:17][cH:18]1.[Na+:2].[OH2:23]>>[CH2:3]([OH:4])[CH2:5][CH2:6][C:7]([C:8]#[N:9])([C:10]#[N:11])[CH2:12][c:13]1[cH:14][cH:15][c:16]([C:19]([F:20])([F:21])[F:22])[cH:17][cH:18]1. The reactants are [BH4-], CCO, N#CC(C#N)(CCC=O)Cc1ccc(C(F)(F)F)cc1, [Na+], O. Product: N#CC(C#N)(CCCO)Cc1ccc(C(F)(F)F)cc1. Procedure details: Ethyl isonipecotate (212 g, 1.35 mole), benzyl chloride (170 g, 1.35 mole), and potassrum carbonate (322 g, 233 mole) were stirred at room temperature in absolute EtOH (1.8 L) for 72 hours. The crude mixture was filtered through Celite, rinsed with Et2O, and concentrated in vacuo. The resulting mixture was diluted with Et2O, and extracted with H2O (3x), then brine, dried (MgSO4), and concentrated in vacuo. The product was distilled under high vacuum, bp 128°-130° C. at 0.8 mm Hg, to yield 252 g ... Reaction SMILES: [NH:1]1[CH2:11][CH2:10][CH:4]([C:5]([O:7][CH2:8][CH3:9])=[O:6])[CH2:3][CH2:2]1.[CH2:12](Cl)[C:13]1[CH:18]=[CH:17][CH:16]=[CH:15][CH:14]=1.C(=O)([O-])[O-]>CCO>[CH2:12]([N:1]1[CH2:2][CH2:3][CH:4]([C:5]([O:7][CH2:8][CH3:9])=[O:6])[CH2:10][CH2:11]1)[C:13]1[CH:18]=[CH:17][CH:16]=[CH:15][CH:14]=1. The yield is 75.5%. Solvent: CCO (EtOH). The reactants are N1CCC(C(=O)OCC)CC1 (Ethyl isonipecotate), C(C1=CC=CC=C1)Cl (benzyl chloride), C([O-])([O-])=O (carbonate). Yields the product C(C1=CC=CC=C1)N1CCC(CC1)C(=O)OCC (1-Benzyl-4-carboethoxypiperidine).